Dataset: the Open Reaction Database (ORD), a public repository of structured organic reaction records. Task: describe an organic reaction: reactants, conditions, products, and yield The reactants are C(=O)(N1C=NC=C1)N1C=NC=C1 (1,1′-Carbonylbis-1H-imidazole), C(#N)COC=1C=C2C(=C(C(=NC2=CC1)CC(C)C)CNC(OC(C)(C)C)=O)C1=CC=C(C=C1)C (tert-butyl {[6-(cyanomethoxy)-2-isobutyl-4-(4-methylphenyl)quinolin-3-yl]methyl}carbamate), [Cl-].O[NH3+] (hydroxyammonium chloride), C([O-])([O-])=O.[Na+].[Na+] (sodium carbonate). The solvent is O (Water), O (Water), C(C)O (ethanol). Reaction conditions: temperature 70 celsius, time 17 hour. Yields the product C(C(C)C)C1=NC2=CC=C(C=C2C(=C1CNC(OC(C)(C)C)=O)C1=CC=C(C=C1)C)OCC1=NOC(N1)=O (tert-butyl ({2-isobutyl-4-(4-methylphenyl)-6-[(5-oxo-4,5-dihydro-1,2,4-oxadiazol-3-yl)methoxy]quinolin-3-yl}methyl)carbamate). Yield: 34.7%. As a reaction SMILES: [C:1]([CH2:3][O:4][C:5]1[CH:6]=[C:7]2[C:12](=[CH:13][CH:14]=1)[N:11]=[C:10]([CH2:15][CH:16]([CH3:18])[CH3:17])[C:9]([CH2:19][NH:20][C:21](=[O:27])[O:22][C:23]([CH3:26])([CH3:25])[CH3:24])=[C:8]2[C:28]1[CH:33]=[CH:32][C:31]([CH3:34])=[CH:30][CH:29]=1)#[N:2].[Cl-].O[NH3+].[C:38](=[O:41])([O-])[O-:39].[Na+].[Na+].C(N1C=CN=C1)([N:46]1C=CN=C1)=O>O.C(O)C>[CH2:15]([C:10]1[C:9]([CH2:19][NH:20][C:21](=[O:27])[O:22][C:23]([CH3:26])([CH3:25])[CH3:24])=[C:8]([C:28]2[CH:33]=[CH:32][C:31]([CH3:34])=[CH:30][CH:29]=2)[C:7]2[C:12](=[CH:13][CH:14]=[C:5]([O:4][CH2:3][C:1]3[NH:46][C:38](=[O:41])[O:39][N:2]=3)[CH:6]=2)[N:11]=1)[CH:16]([CH3:17])[CH3:18] |f:1.2,3.4.5|. Procedure details: A mixture of tert-butyl {[6-(cyanomethoxy)-2-isobutyl-4-(4-methylphenyl)quinolin-3-yl]methyl}carbamate (0.46 g, 1.0 mmol), hydroxyammonium chloride (0.21 g, 3.0 mmol), sodium carbonate (0.43 g, 4.0 mmol) and ethanol (10 ml) was stirred at 70° C. for 17 hrs. Water was added to the reaction mixture and the mixture was extracted with ethyl acetate. The extract was washed with saturated brine, dried over anhydrous magnesium sulfate and concentrated under reduced pressure. The residue was dissolved i... Reactants: Cl (hydrochloric acid), Cl (hydrochloric acid), Cl (hydrochloric acid), [OH-].[Na+] (sodium hydroxide), BrC=1N(N=C2C=CC(=CC12)CN1C(=NC(=C1C=O)Cl)CCCC)C1=C(C=CC=C1)C=1N=NN(N1)C(C1=CC=CC=C1)(C1=CC=CC=C1)C1=CC=CC=C1 (1-{[3-bromo-2-[2-(2-(triphenylmethyl)-2H-tetrazol-5-yl)phenyl]-2H-indazol-5-yl]methyl}-2-butyl-4-chloro-1H-imidazole-5-carbaldehyde). Solvent: CO (methanol), CO (Methanol). Run at temperature 10 celsius. Yields the product BrC=1N(N=C2C=CC(=CC12)CN1C(=NC(=C1C=O)Cl)CCCC)C1=C(C=CC=C1)C1=NN=NN1 (1-{[3-bromo-2-[2-(1H-tetrazol-5-yl)phenyl]-2H-indazol-5-yl]methyl}-2-butyl-4-chloro-1H-imidazole-5-carbaldehyde). Isolated yield 32.6%. Reaction SMILES: [Br:1][C:2]1[N:3]([C:24]2[CH:29]=[CH:28][CH:27]=[CH:26][C:25]=2[C:30]2[N:31]=[N:32][N:33](C(C3C=CC=CC=3)(C3C=CC=CC=3)C3C=CC=CC=3)[N:34]=2)[N:4]=[C:5]2[C:10]=1[CH:9]=[C:8]([CH2:11][N:12]1[C:16]([CH:17]=[O:18])=[C:15]([Cl:19])[N:14]=[C:13]1[CH2:20][CH2:21][CH2:22][CH3:23])[CH:7]=[CH:6]2.Cl.[OH-].[Na+]>CO>[Br:1][C:2]1[N:3]([C:24]2[CH:29]=[CH:28][CH:27]=[CH:26][C:25]=2[C:30]2[NH:34][N:33]=[N:32][N:31]=2)[N:4]=[C:5]2[C:10]=1[CH:9]=[C:8]([CH2:11][N:12]1[C:16]([CH:17]=[O:18])=[C:15]([Cl:19])[N:14]=[C:13]1[CH2:20][CH2:21][CH2:22][CH3:23])[CH:7]=[CH:6]2 |f:2.3|. Reported procedure: Methanol (2 ml) was added to 1-{[3-bromo-2-[2-(2-(triphenylmethyl)-2H-tetrazol-5-yl)phenyl]-2H-indazol-5-yl]methyl}-2-butyl-4-chloro-1H-imidazole-5-carbaldehyde (0.200 g, 0.256 mmol) as obtained in Example 11, and the mixture was stirred at 10°C. Thereto was added 2N hydrochloric acid (0.23 ml), and the mixture was stirred at room temperature for 2 hours. Then, 2N hydrochloric acid (0.23 ml) and methanol (2.5 ml) were added thereto, and the mixture was stirred for 3 hours, after which conc. hydr... The solvent is CC(C)(C)O (t-BuOH). Reaction SMILES: [NH2:1][C@H:2]([C:8]1[N:17]([C:18]2[CH:23]=[CH:22][CH:21]=[CH:20][CH:19]=2)[C:16](=[O:24])[C:15]2[C:10](=[CH:11][CH:12]=[CH:13][C:14]=2[F:25])[N:9]=1)[CH2:3][C:4]([F:7])([F:6])[F:5].Br[C:27]1[N:35]=[CH:34][N:33]=[C:32]2[C:28]=1[N:29]=[CH:30][NH:31]2.C(N(C(C)C)CC)(C)C>CC(O)(C)C>[N:35]1[C:27]([NH:1][C@H:2]([C:8]2[N:17]([C:18]3[CH:19]=[CH:20][CH:21]=[CH:22][CH:23]=3)[C:16](=[O:24])[C:15]3[C:10](=[CH:11][CH:12]=[CH:13][C:14]=3[F:25])[N:9]=2)[CH2:3][C:4]([F:6])([F:5])[F:7])=[C:28]2[C:32]([NH:31][CH:30]=[N:29]2)=[N:33][CH:34]=1. The reactants are N[C@@H](CC(F)(F)F)C1=NC2=CC=CC(=C2C(N1C1=CC=CC=C1)=O)F ((S)-2-(1-amino-3,3,3-trifluoropropyl)-5-fluoro-3-phenylquinazolin-4(3H)-one), BrC1=C2N=CNC2=NC=N1 (6-bromo-9H-purine), C(C)(C)N(CC)C(C)C (diisopropylethylamine). Conditions: temperature 80 celsius, time 3 day. The product is N1=CN=C2NC=NC2=C1N[C@@H](CC(F)(F)F)C1=NC2=CC=CC(=C2C(N1C1=CC=CC=C1)=O)F ((S)-2-(1-((9H-purin-6-yl)amino)-3,3,3-trifluoropropyl)-5-fluoro-3-phenylquinazolin-4(3H)-one). The yield is 21.3%. Reported procedure: Under nitrogen, to (S)-2-(1-amino-3,3,3-trifluoropropyl)-5-fluoro-3-phenylquinazolin-4(3H)-one (5) (35 mg, 0.10 mmol, 1.0 equiv) in t-BuOH (0.5 mL) at 23° C. was added 6-bromo-9H-purine (6) (30 mg, 0.15 mmol, 1.5 equiv) and diisopropylethylamine (35 μL, 0.20 mmol, 2.0 equiv). After stirring for 3 days at 80° C. in a sealed tube, the reaction mixture was concentrated in vacuo and the residue was purified by preparative TLC eluting with CH2Cl2/MeOH to afford 10 mg of compound 2A as a colorless sol... Starting materials: CCOCC, O=C(Cl)c1ccc(Cl)nc1, Nc1cc(C(=O)Nc2cc(F)cc(N3CCOCC3)c2)ccc1Cl, O, c1ccncc1. Yields the product O=C(Nc1cc(F)cc(N2CCOCC2)c1)c1ccc(Cl)c(NC(=O)c2ccc(Cl)nc2)c1. Reaction SMILES: [CH3:42][CH2:43][O:44][CH2:45][CH3:46].[Cl:1][c:2]1[cH:3][cH:4][c:5]([C:8](=[O:9])[Cl:10])[cH:6][n:7]1.[NH2:11][c:12]1[cH:13][c:14]([C:15](=[O:16])[NH:17][c:18]2[cH:19][c:20]([F:30])[cH:21][c:22]([N:24]3[CH2:25][CH2:26][O:27][CH2:28][CH2:29]3)[cH:23]2)[cH:31][cH:32][c:33]1[Cl:34].[OH2:41].[cH:35]1[cH:36][cH:37][n:38][cH:39][cH:40]1>>[Cl:1][c:2]1[cH:3][cH:4][c:5]([C:8](=[O:9])[NH:11][c:12]2[cH:13][c:14]([C:15](=[O:16])[NH:17][c:18]3[cH:19][c:20]([F:30])[cH:21][c:22]([N:24]4[CH2:25][CH2:26][O:27][CH2:28][CH2:29]4)[cH:23]3)[cH:31][cH:32][c:33]2[Cl:34])[cH:6][n:7]1.